From a dataset of the Open Reaction Database (ORD), a public repository of structured organic reaction records. describe an organic reaction: reactants, conditions, products, and yield Reactants: [BH4-], COC(=O)C(CC1CCN(C(=O)OC(C)(C)C)CC1)CC1CCN(C(=O)OC(C)(C)C)CC1, CCO, [Ca+2], [Cl-], [Cl-], [Na+], C1CCOC1. The product is CC(C)(C)OC(=O)N1CCC(CC(CO)CC2CCN(C(=O)OC(C)(C)C)CC2)CC1. As a reaction SMILES: [BH4-:4].[C:6]([CH3:7])([CH3:8])([CH3:9])[O:10][C:11](=[O:12])[N:13]1[CH2:14][CH2:15][CH:16]([CH2:19][CH:20]([C:21](=[O:22])[O:23][CH3:24])[CH2:25][CH:26]2[CH2:27][CH2:28][N:29]([C:32](=[O:33])[O:34][C:35]([CH3:36])([CH3:37])[CH3:38])[CH2:30][CH2:31]2)[CH2:17][CH2:18]1.[CH2:39]([OH:40])[CH3:41].[Ca+2:3].[Cl-:1].[Cl-:2].[Na+:5].[O:42]1[CH2:43][CH2:44][CH2:45][CH2:46]1>>[C:6]([CH3:7])([CH3:8])([CH3:9])[O:10][C:11](=[O:12])[N:13]1[CH2:14][CH2:15][CH:16]([CH2:19][CH:20]([CH2:21][OH:22])[CH2:25][CH:26]2[CH2:27][CH2:28][N:29]([C:32](=[O:33])[O:34][C:35]([CH3:36])([CH3:37])[CH3:38])[CH2:30][CH2:31]2)[CH2:17][CH2:18]1. The reactants are OC1=NC(=NC(=C1)CC(=O)O)NCC (4-Hydroxy-2-ethylaminopyrimidin-6-yl acetic acid). Solvent: C(C)O (ethanol). The product is OC1=NC(=NC(=C1)C)NCC (4-hydroxy-2-ethylamino-6-methylpyrimidine). As a reaction SMILES: [OH:1][C:2]1[CH:7]=[C:6]([CH2:8]C(O)=O)[N:5]=[C:4]([NH:12][CH2:13][CH3:14])[N:3]=1>C(O)C>[OH:1][C:2]1[CH:7]=[C:6]([CH3:8])[N:5]=[C:4]([NH:12][CH2:13][CH3:14])[N:3]=1. Procedure: 4-Hydroxy-2-ethylaminopyrimidin-6-yl acetic acid was suspended in ethanol (50 ml) and the mixture refluxed for 16 hours. Evaporation of the ethanol under reduced pressure yielded chromatographically pure 4-hydroxy-2-ethylamino-6-methylpyrimidine, melting at 176° C. Starting materials: C1=CC(=CC=C1O)Br (p-Bromophenol), C(=C)OCC (ethyl vinyl ether), C([O-])(O)=O.[Na+] (sodium bicarbonate). The reagents and catalysts are C1(=CC=C(C=C1)S(=O)(=O)[O-])C.[NH+]1=CC=CC=C1 (pyridinium p-toluenesulfonate). Run in C(Cl)Cl (methylene chloride). Run at time 6 hour. Product: BrC1=CC=C(C=C1)OC(C)OCC (p-bromo-(1-ethoxyethoxy)benzene). Yield: 100.0%. As a reaction SMILES: [CH:1]1[C:6]([OH:7])=[CH:5][CH:4]=[C:3]([Br:8])[CH:2]=1.[CH:9]([O:11][CH2:12][CH3:13])=[CH2:10].C(=O)(O)[O-].[Na+]>C(Cl)Cl.C1(C)C=CC(S([O-])(=O)=O)=CC=1.[NH+]1C=CC=CC=1>[Br:8][C:3]1[CH:4]=[CH:5][C:6]([O:7][CH:9]([O:11][CH2:12][CH3:13])[CH3:10])=[CH:1][CH:2]=1 |f:2.3,5.6|. Reported procedure: p-Bromophenol (50 g, 0.29 mole), ethyl vinyl ether (41.7 g, 0.58 mole) and pyridinium p-toluenesulfonate (1.5 g) were dissolved in methylene chloride (300 ml), followed by reaction with stirring at room temperature for 6 hours. Then 5% aqueous sodium bicarbonate (400 ml) was added to the reaction mixture, and stirred. Then, the organic layer was separated, washed with H2O (300 ml×3), dried over anhydrous MgSO4 and evaporated. The residue (82 g) was distilled under reduced pressure to give 71.1 g...